This data is from the Open Reaction Database (ORD), a public repository of structured organic reaction records. The task is: describe an organic reaction: reactants, conditions, products, and yield The solvent is C1CCOC1 (THF). As a reaction SMILES: C[O:2][C:3]([C:5]1[CH:10]=[CH:9][C:8]([C:11]2[C:24]3[C:19](=[CH:20][C:21]([O:27][CH2:28][CH3:29])=[C:22]([O:25][CH3:26])[CH:23]=3)[C@@H:18]3[C@@H:13]([CH2:14][CH2:15][C@@H:16]([OH:30])[CH2:17]3)[N:12]=2)=[CH:7][N:6]=1)=N.O[Li].O.P(=O)(O)(O)[OH:35].P([O-])([O-])(O)=O.[Na+].[Na+]>C1COCC1>[CH2:28]([O:27][C:21]1[CH:20]=[C:19]2[C:24]([C:11]([C:8]3[CH:9]=[CH:10][C:5]([C:3]([OH:2])=[O:35])=[N:6][CH:7]=3)=[N:12][C@H:13]3[C@@H:18]2[CH2:17][C@H:16]([OH:30])[CH2:15][CH2:14]3)=[CH:23][C:22]=1[O:25][CH3:26])[CH3:29] |f:1.2,4.5.6|. The product is C(C)OC1=C(C=C2C(=N[C@@H]3CC[C@H](C[C@@H]3C2=C1)O)C=1C=CC(=NC1)C(=O)O)OC (5-((2R,4aR,10bR)-9-Ethoxy-2-hydroxy-8-methoxy-1,2,3,4,4a,10b-hexahydro-phenanthridin-6-yl)-pyridine-2-carboxylic acid). Reactants: P(=O)(O)([O-])[O-].[Na+].[Na+] (Disodiumhydrogenphosphate), COC(=N)C1=NC=C(C=C1)C1=N[C@@H]2CC[C@H](C[C@@H]2C2=CC(=C(C=C12)OC)OCC)O (5-((2R,4aR,10bR)-9-ethoxy-2-hydroxy-8-methoxy-1,2,3,4,4a,10b-hexahydro-phenanthridin-6-yl)-pyridine-2-carboximidic acid methyl ester), P(O)(O)(O)=O (phosphoric acid), O[Li].O (LiOH.H2O). Procedure details: In a second step, 443 mg (1.08 mmol) of 5-((2R,4aR,10bR)-9-ethoxy-2-hydroxy-8-methoxy-1,2,3,4,4a,10b-hexahydro-phenanthridin-6-yl)-pyridine-2-carboximidic acid methyl ester are dissolved in 3 ml of THF. A solution of 51 mg (2.16 mmol) LiOH.H2O is added and the solution stirred at 60° C. for 18 hrs. The pH is adjusted to 5 using phosphoric acid and Disodiumhydrogenphosphate. The solvent is removed and the solid residue extracted with chloroform/methanol. After filtering off and removing the volat... Reaction conditions: temperature 60 celsius, time 18 hour. Starting materials: C(C1=CC=CC=C1)(C1=CC=CC=C1)CC(=S)O (benzhydrylthioacetic acid), S(=O)(Cl)Cl (thionyl chloride). Solvent: C1=CC=CC=C1 (benzene). Reaction conditions: time 1 hour. The product is C(C1=CC=CC=C1)(C1=CC=CC=C1)CC(=S)Cl (Benzhydrylthioacetyl chloride). RXN SMILES: [CH:1]([CH2:14][C:15](O)=[S:16])([C:8]1[CH:13]=[CH:12][CH:11]=[CH:10][CH:9]=1)[C:2]1[CH:7]=[CH:6][CH:5]=[CH:4][CH:3]=1.S(Cl)([Cl:20])=O>C1C=CC=CC=1>[CH:1]([CH2:14][C:15]([Cl:20])=[S:16])([C:8]1[CH:13]=[CH:12][CH:11]=[CH:10][CH:9]=1)[C:2]1[CH:7]=[CH:6][CH:5]=[CH:4][CH:3]=1. Procedure: 19.5 g (0.076 mol) of benzhydrylthioacetic acid in 114 ml of benzene are placed in a three-necked flask provided with a condenser and a dropping funnel. The mixture is heated and 19 ml of thionyl chloride are added drop by drop. Once the addition is complete, the reflux is continued for about 1 hour, cooling and filtering are carried out and the benzene and the excess thionyl chloride and then evaporated. In this way, a clear orange oil is obtained. Reactants: O=C1N(C2N(C1)C(CC2)=O)CC(=O)OCC (ethyl 2,5-dioxohexahydropyrrolo[1,2-a]imidazole-1-acetate), N (ammonia). Run in CO (methanol). Conditions: time 16 hour. Product: O=C1N(C2N(C1)C(CC2)=O)CC(=O)N (2.5-Dioxohexahydro-1H-pyrrolo[1,2-a]imidazole-1-acetamide). Isolated yield 75.0%. RXN SMILES: [O:1]=[C:2]1[CH2:6][N:5]2[C:7](=[O:10])[CH2:8][CH2:9][CH:4]2[N:3]1[CH2:11][C:12]([O:14]CC)=O.[NH3:17]>CO>[O:1]=[C:2]1[CH2:6][N:5]2[C:7](=[O:10])[CH2:8][CH2:9][CH:4]2[N:3]1[CH2:11][C:12]([NH2:17])=[O:14]. Reported procedure: A solution of ethyl 2,5-dioxohexahydropyrrolo[1,2-a]imidazole-1-acetate (1.4 g, 6.18 mmol), in methanol (25 ml) was saturated with ammonia at 0° C. After stirring at room temperature for 16 hours the precipitate was collected, washed with methanol and dried to yield 0.9 g (75%) of the title compound, m.p. 182°-185° C. NMR (DMSO-d6): deltaH =7.50 and 7.10 (2s, 2H, CONH2); 5.25 (c.a. 1H, N--CH--N); 3.94 and 3.55 (ABq, J=16 Hz, 2H, N--CH2CO); 3.85 and 3.70 (ABq, J=16.5 Hz, 2H, N--CH2CONH2); 2.90 an... Reactants: COC(C(=CNC1=CC=C(C=C1)F)C(C1=CC(=C(C=C1)C)C)=O)=O (2-(3,4-Dimethyl-benzoyl)-3-(4-fluoro-phenylamino)-acrylic acid methyl ester), resultant solution. Run in C1(=CC=CC=C1)OC1=CC=CC=C1 (diphenyl ether), CCCCCC (hexane). Product: CC=1C=C(C(=O)C2=CNC3=CC=C(C=C3C2=O)F)C=CC1C (3-(3,4-dimethyl-benzoyl)-6-fluoro-1H-quinolin-4-one). Isolated yield 66.1%. RXN SMILES: CO[C:3](=[O:24])[C:4]([C:14](=[O:23])[C:15]1[CH:20]=[CH:19][C:18]([CH3:21])=[C:17]([CH3:22])[CH:16]=1)=[CH:5][NH:6][C:7]1[CH:12]=[CH:11][C:10]([F:13])=[CH:9][CH:8]=1>C1(OC2C=CC=CC=2)C=CC=CC=1.CCCCCC>[CH3:22][C:17]1[CH:16]=[C:15]([CH:20]=[CH:19][C:18]=1[CH3:21])[C:14]([C:4]1[C:3](=[O:24])[C:8]2[C:7](=[CH:12][CH:11]=[C:10]([F:13])[CH:9]=2)[NH:6][CH:5]=1)=[O:23]. Reported procedure: 0.691 g (2.11 mmol) of 2-(3,4-Dimethyl-benzoyl)-3-(4-fluoro-phenylamino)-acrylic acid methyl ester 2g was dissolved in 30 mL of diphenyl ether and the resultant solution was heated at 250° C. After 2.5 h the solution was cooled to room temperature and diluted with 50 mL of hexane. The crude product precipitated out of solution and was isolated by filtration. The crude product was further washed with hexane to yield 0.412 g of 3-(3,4-dimethyl-benzoyl)-6-fluoro-1H-quinolin-4-one 3j as a brown soli... Reactants: ClC1=C(C=CC(=C1)Cl)N1N=C(C=2C[C@@H]3[C@H](C12)C3)C(=O)O ((1aR,5aR)-2-(2,4-dichloro-phenyl)-1a,2,5,5a-tetrahydro-1H-2,3-diaza-cyclopropa[a]pentalene-4-carboxylic acid), OCC1(CC1)N ((1-hydroxymethyl-cyclopropyl)-amine). Product: OCC1(CC1)NC(=O)C=1C=2C[C@@H]3[C@H](C2N(N1)C1=C(C=C(C=C1)Cl)Cl)C3 ((1aR,5aR)-2-(2,4-Dichloro-phenyl)-1a,2,5,5a-tetrahydro-1H-2,3-diaza-cyclopropa[a]pentalene-4-carboxylic Acid (1-Hydroxymethyl-cyclopropyl)-amide). Reaction SMILES: [Cl:1][C:2]1[CH:7]=[C:6]([Cl:8])[CH:5]=[CH:4][C:3]=1[N:9]1[C:16]2[C@@H:15]3[CH2:17][C@@H:14]3[CH2:13][C:12]=2[C:11]([C:18](O)=[O:19])=[N:10]1.[OH:21][CH2:22][C:23]1([NH2:26])[CH2:25][CH2:24]1>>[OH:21][CH2:22][C:23]1([NH:26][C:18]([C:11]2[C:12]3[CH2:13][C@H:14]4[CH2:17][C@H:15]4[C:16]=3[N:9]([C:3]3[CH:4]=[CH:5][C:6]([Cl:8])=[CH:7][C:2]=3[Cl:1])[N:10]=2)=[O:19])[CH2:25][CH2:24]1. Procedure details: The title compound was prepared in a manner similar to that described in Method G using (1aR,5aR)-2-(2,4-dichloro-phenyl)-1a,2,5,5a-tetrahydro-1H-2,3-diaza-cyclopropa[a]pentalene-4-carboxylic acid and (1-hydroxymethyl-cyclopropyl)-amine. LCMS m/z=378.2 [M+H]+; 1H NMR (400 MHz, CDCl3) δ ppm 0.51 (td, J=4.6 and 3.4 Hz, 1H), 0.90-1.03 (m, 4H), 1.14-1.21 (m, 1H), 2.00-2.07 (m, 1H), 2.27-2.37 (m, 1H), 2.97 (d, J=16.6 Hz, 1H), 3.06 (dd, J=16.6 and 6.3 Hz, 1H), 3.71 (s, 2H), 7.28 (bs, 1H), 7.40 (dd, J=... Starting materials: [C+4], CCCCOC(C(=O)NC1CCN(Cc2ccccc2)CC1)(c1ccccc1)C(C)C, CCO, [OH-], [OH-], [OH-], [OH-], [OH-], [OH-], [Pd+2]. The product is CCCCOC(C(=O)NC1CCNCC1)(c1ccccc1)C(C)C. RXN SMILES: [C+4:35].[CH2:1]([c:2]1[cH:3][cH:4][cH:5][cH:6][cH:7]1)[N:8]1[CH2:9][CH2:10][CH:11]([NH:14][C:15]([C:16]([CH:17]([CH3:18])[CH3:19])([c:20]2[cH:21][cH:22][cH:23][cH:24][cH:25]2)[O:26][CH2:27][CH2:28][CH2:29][CH3:30])=[O:31])[CH2:12][CH2:13]1.[CH3:32][CH2:33][OH:34].[OH-:36].[OH-:38].[OH-:39].[OH-:40].[OH-:41].[OH-:42].[Pd+2:37]>>[NH:8]1[CH2:9][CH2:10][CH:11]([NH:14][C:15]([C:16]([CH:17]([CH3:18])[CH3:19])([c:20]2[cH:21][cH:22][cH:23][cH:24][cH:25]2)[O:26][CH2:27][CH2:28][CH2:29][CH3:30])=[O:31])[CH2:12][CH2:13]1. Procedure details: By the procedure of Example 15, 8-amino-1,2,3,4-tetrahydroisoquinoline is converted to 2-acetyl-8-chlorosulfonyl-1,2,3,4-tetrahydroisoquinoline. Reacting with metylamine by the procedure of Example 27 and hydrolyzing to remove the 2-acetyl group gives 8-methylsulfamoyl-1,2,3,4-tetrahydroisoquinoline. RXN SMILES: [NH2:1][C:2]1C=CC=C2C=1CNCC2.C([N:15]1[CH2:24][CH2:23][C:22]2[C:17](=[C:18]([S:25](Cl)(=[O:27])=[O:26])[CH:19]=[CH:20][CH:21]=2)[CH2:16]1)(=O)C.CN>>[CH3:2][NH:1][S:25]([C:18]1[CH:19]=[CH:20][CH:21]=[C:22]2[C:17]=1[CH2:16][NH:15][CH2:24][CH2:23]2)(=[O:27])=[O:26]. The product is CNS(=O)(=O)C=1C=CC=C2CCNCC12 (8-methylsulfamoyl-1,2,3,4-tetrahydroisoquinoline). The reactants are NC=1C=CC=C2CCNCC12 (8-amino-1,2,3,4-tetrahydroisoquinoline), C(C)(=O)N1CC2=C(C=CC=C2CC1)S(=O)(=O)Cl (2-acetyl-8-chlorosulfonyl-1,2,3,4-tetrahydroisoquinoline), CN (metylamine). Reactants: ClC(Cl)(OC(OC(Cl)(Cl)Cl)=O)Cl (Triphosgene), C(C)(C)(C)O[C@@H]([C@@H](CO)NC1=NC(=NC(=C1)F)N[C@@H](C)C=1C=NN(C1)C1=CC=C(C=C1)F)C ((2R,3R)-3-(tert-butoxy)-2-((6-fluoro-2-(((S)-1-(1-(4-fluorophenyl)-1H-pyrazol-4-yl)ethyl)amino)pyrimidin-4-yl)amino)butan-1-ol), N1=C(C=CC=C1C)C (2,6-lutidine). Solvent: C(Cl)Cl (DCM), [Cl-].[Na+] (sodium chloride), C(Cl)Cl (DCM). Product: C(C)(C)(C)O[C@H](C)[C@@H]1N(C(OC1)=O)C1=NC(=NC(=C1)F)N[C@@H](C)C=1C=NN(C1)C1=CC=C(C=C1)F ((R)-4-((R)-1-(tert-butoxy)ethyl)-3-(6-fluoro-2-(((S)-1-(1-(4-fluorophenyl)-1H-pyrazol-4-yl)ethyl)amino)pyrimidin-4-yl)oxazolidin-2-one). RXN SMILES: ClC(Cl)(O[C:5](=[O:11])[O:6][C:7](Cl)(Cl)Cl)Cl.[C:13]([O:17][C@H:18]([CH3:45])[C@H:19]([NH:22][C:23]1[CH:28]=[C:27]([F:29])[N:26]=[C:25]([NH:30][C@H:31]([C:33]2[CH:34]=[N:35][N:36]([C:38]3[CH:43]=[CH:42][C:41]([F:44])=[CH:40][CH:39]=3)[CH:37]=2)[CH3:32])[N:24]=1)CO)([CH3:16])([CH3:15])[CH3:14].N1C(C)=CC=CC=1C>C(Cl)Cl.[Cl-].[Na+]>[C:13]([O:17][C@@H:18]([C@H:19]1[CH2:7][O:6][C:5](=[O:11])[N:22]1[C:23]1[CH:28]=[C:27]([F:29])[N:26]=[C:25]([NH:30][C@H:31]([C:33]2[CH:34]=[N:35][N:36]([C:38]3[CH:43]=[CH:42][C:41]([F:44])=[CH:40][CH:39]=3)[CH:37]=2)[CH3:32])[N:24]=1)[CH3:45])([CH3:15])([CH3:16])[CH3:14] |f:4.5|. Procedure: Triphosgene (18 mg, 0.062 mmol, 0.5 equiv) was added to a solution of (2R,3R)-3-(tert-butoxy)-2-((6-fluoro-2-(((S)-1-(1-(4-fluorophenyl)-1H-pyrazol-4-yl)ethyl)amino)pyrimidin-4-yl)amino)butan-1-ol (57 mg, 0.12 mmol) in DCM (1.2 mL) at −78° C., followed by the dropwise addition of 2,6-lutidine (0.058 mL, 0.49 mmol, 4 equiv). The solution was allowed to warm to room temperature and was then heated at 35° C. for 30 min. The reaction was then cooled to room temperature and diluted with DCM (30 mL) a... Product: Cl.NC(CCC(=O)OCC)C=C=C (Ethyl 4-amino-5,6-heptadienoate hydrochloride salt). Reaction conditions: time 8 hour. Reaction SMILES: [NH2:1][CH:2]([CH:8]=[C:9]=[CH2:10])[CH2:3][CH2:4][C:5]([OH:7])=[O:6].[ClH:11].[CH2:12](O)[CH3:13]>>[ClH:11].[NH2:1][CH:2]([CH:8]=[C:9]=[CH2:10])[CH2:3][CH2:4][C:5]([O:7][CH2:12][CH3:13])=[O:6] |f:3.4|. The reactants are NC(CCC(=O)O)C=C=C (4-amino-5,6-heptadienoic acid), Cl (HCl), C(C)O (ethanol). Reported procedure: To 4-amino-5,6-heptadienoic acid in anhydrous ethanol at 0° C. was added gaseous HCl. The reaction was left overnight at room temperature and then evacuated to a residue. This was taken in ethyl acetate, decolorized with charcoal, and then crystallization accomplished from ethyl acetate-ether to give the title compound. mp. 81°-83° C.; IR (KBr): 1952, 1710 cm-1. 'H NMR (δD2O): 1.3 (t, 3H, J=6.9 Hz, CH3), 1.9-2.8 (m, 4H, CH2CH2), 3.95 (m, 1H, CHN), 4.2 (q, 2H, J=6.9 Hz, OCH2), 5.0-5.4 (m, 3H H2C=...